This data is from the Open Reaction Database (ORD), a public repository of structured organic reaction records. The task is: describe an organic reaction: reactants, conditions, products, and yield Starting materials: CNC (dimethylamine), C([O-])([O-])=O.[Na+].[Na+] (sodium carbonate), ClCCCCCC[C@@H]1[C@@H]2C=3C=CC(=CC3CC[C@]2([C@@H]2CC[C@@H]([C@@]2(C)C1)O)C=C)O (11β-(6-Chlorohexyl)-8-vinyl-estra-1,3,5(10)-triene-3,17β-diol). Yields the product CN(CCCCCC[C@@H]1[C@@H]2C=3C=CC(=CC3CC[C@]2([C@@H]2CC[C@@H]([C@@]2(C)C1)O)C=C)O)C (11β-[6-(Dimethylamino)hexyl]-8-vinylestra-1,3,5(10)-triene-3,17β-diol). As a reaction SMILES: [CH3:1][NH:2][CH3:3].C(=O)([O-])[O-].[Na+].[Na+].Cl[CH2:11][CH2:12][CH2:13][CH2:14][CH2:15][CH2:16][C@H:17]1[CH2:34][C@@:32]2([CH3:33])[C@@H:28]([CH2:29][CH2:30][C@@H:31]2[OH:35])[C@@:27]2([CH:36]=[CH2:37])[C@H:18]1[C:19]1[CH:20]=[CH:21][C:22]([OH:38])=[CH:23][C:24]=1[CH2:25][CH2:26]2>>[CH3:1][N:2]([CH3:3])[CH2:11][CH2:12][CH2:13][CH2:14][CH2:15][CH2:16][C@H:17]1[CH2:34][C@@:32]2([CH3:33])[C@@H:28]([CH2:29][CH2:30][C@@H:31]2[OH:35])[C@@:27]2([CH:36]=[CH2:37])[C@H:18]1[C:19]1[CH:20]=[CH:21][C:22]([OH:38])=[CH:23][C:24]=1[CH2:25][CH2:26]2 |f:1.2.3|. Procedure details: In the reaction with dimethylamine (2 M in tetrahydrofuran, 10 equivalents) with the addition of sodium carbonate analogously to instructions 17.2, 33 mg of mixture 30b yields 30 mg of amine 32b as a colorless foam (GC-MS: m/z theor.: 425, pract.: 425). Starting materials: O=C(C=1C=CC=C(SC)C1)N(C)C. Reagents/catalysts: O1B(OC(C)(C)C1(C)C)B2OC(C)(C)C(O2)(C)C, N=1C=CC(=CC1C=2N=CC=C(C2)C)C, C[OH2+].C[OH2+].C1CC=CCCC=C1.C1CC=CCCC=C1.[Ir].[Ir]. Solvent: C=1C=C(C=CC1C)C. Reaction conditions: temperature 55 celsius, time 24 hour. Yields the product O=C(C=1C=C(SC)C=C(C1)B2OC(C)(C)C(O2)(C)C)N(C)C. Isolated yield 85.0%. Reported procedure: dtbpy: A mixture of ortho- and meta-borylated products (136 mg, 85% yield, ortho/meta + para = <0.01); meta-Isomer 5q was obtained by further purification by GPC (127 mg, 79% yield), colorless oil; Starting materials: FC(C(=O)O)(F)F (Trifluoroacetic acid), FC1=C(C=C(C=C1)F)C1=CC(N(C1)C(=O)OC(C)(C)C)C1=CC=CC=C1 (tert-butyl 4-(2,5-difluorophenyl)-2-phenyl-2,5-dihydro-1H-pyrrole-1-carboxylate). Run in ClCCl (dichloromethane). Run at time 30 minute. Yields the product FC1=C(C=C(C=C1)F)C1=CC(NC1)C1=CC=CC=C1 (4-(2,5-difluorophenyl)-2-phenyl-2,5-dihydro-1H-pyrrole), C(=O)(C(F)(F)F)O (TFA). RXN SMILES: [F:1][C:2]([F:7])([F:6])[C:3]([OH:5])=[O:4].[F:8][C:9]1[CH:14]=[CH:13][C:12]([F:15])=[CH:11][C:10]=1[C:16]1[CH2:20][N:19](C(OC(C)(C)C)=O)[CH:18]([C:28]2[CH:33]=[CH:32][CH:31]=[CH:30][CH:29]=2)[CH:17]=1>ClCCl>[F:8][C:9]1[CH:14]=[CH:13][C:12]([F:15])=[CH:11][C:10]=1[C:16]1[CH2:20][NH:19][CH:18]([C:28]2[CH:33]=[CH:32][CH:31]=[CH:30][CH:29]=2)[CH:17]=1.[C:3]([OH:5])([C:2]([F:7])([F:6])[F:1])=[O:4]. Procedure details: Trifluoroacetic acid (20 mL) was added to a solution of tert-butyl 4-(2,5-difluorophenyl)-2-phenyl-2,5-dihydro-1H-pyrrole-1-carboxylate (2-3,700 mg, 1.96 mmol, 1 equiv) in dichloromethane (50 mL) at 23° C., and the resulting mixture was stirred for 30 minutes, then concentrated to give 4-(2,5-difluorophenyl)-2-phenyl-2,5-dihydro-1H-pyrrole (24) as a TFA salt (brown oil). LRMS m/z (M+H) 258.1 found, 258.1 required. Reactants: C(C)(=O)OC1=C(C(=O)Cl)C=CC=C1 (2-acetoxybenzoylchloride), NC=1C=C(C(=O)O)C=CC1N (3,4-diaminobenzoic acid), C(C)(=O)[O-].[K+] (potassium acetate), C(C)(=O)OC1=C(C(=O)Cl)C=CC=C1 (2-acetoxybenzoylchloride), Cl (hydrochloric acid). Solvent: O1CCOCC1 (dioxane), O (water), O1CCOCC1 (dioxane). Reaction conditions: time 30 minute. Yields the product C(C=1C(O)=CC=CC1)(=O)NC=1C=C(C(=O)O)C=CC1NC(C=1C(O)=CC=CC1)=O (3,4-bis(salicylamido)-benzoic acid). Yield: 58.2%. RXN SMILES: C([O:4][C:5]1[CH:13]=[CH:12][CH:11]=[CH:10][C:6]=1[C:7](Cl)=[O:8])(=O)C.[NH2:14][C:15]1[CH:16]=[C:17]([CH:21]=[CH:22][C:23]=1[NH2:24])[C:18]([OH:20])=[O:19].[C:25]([O-:28])(=O)[CH3:26].[K+].Cl>O1CCOCC1.O>[C:5]([NH:14][C:15]1[CH:16]=[C:17]([CH:21]=[CH:22][C:23]=1[NH:24][C:7](=[O:8])[C:6]1[C:5](=[CH:13][CH:12]=[CH:11][CH:10]=1)[OH:4])[C:18]([OH:20])=[O:19])(=[O:4])[C:6]1[C:25](=[CH:26][CH:12]=[CH:11][CH:10]=1)[OH:28] |f:2.3|. Reported procedure: A solution of 17.2 g of 2-acetoxybenzoylchloride in 20 ml of dioxane was added at one time to a mixture of 4.6 g of 3,4-diaminobenzoic acid, 15.3 g of potassium acetate and 70 ml of water while stirring at a temperature of from 0° to 5°C, followed by stirring at that temperature for 30 minutes. To the mixture was added a solution of 1 g of 2-acetoxybenzoylchloride in 3 ml of dioxane. The resulting mixture was stirred at room temperature for 30 minutes and then at 50°C for 30 minutes. The reactio... The reactants are COC(=O)C1(C(C1)C=C)C(=O)OC (2-vinyl cyclopropane-1,1-dicarboxylic acid dimethyl ester), [OH-].[K+] (KOH), Cl (hydrochloric acid), BrC\C=C\CBr (trans-1,4-dibromobut-2-ene), COC(CC(=O)OC)=O (malonic acid dimethyl ester). Solvent: O (water), O (water), C(C)OCC (diethyl ether), CO (methanol), [Cl-].[Cl-].[Ca+2] (CaCl2). Conditions: time 12 hour. The product is COC(=O)C1(C(C1)C=C)C(=O)O (2-vinyl cyclopropane-1,1-dicarboxylic acid monomethyl ester). Isolated yield 82.9%. As a reaction SMILES: [CH3:1][O:2][C:3]([C:5]1([C:10]([O:12]C)=[O:11])[CH2:7][CH:6]1[CH:8]=[CH2:9])=[O:4].COC(=O)CC(OC)=O.BrC/C=C/CBr.[OH-].[K+].Cl>CO.[Cl-].[Cl-].[Ca+2].O.C(OCC)C>[CH3:1][O:2][C:3]([C:5]1([C:10]([OH:12])=[O:11])[CH2:7][CH:6]1[CH:8]=[CH2:9])=[O:4] |f:3.4,7.8.9|. Reported procedure: 36.8 g (0.2 mol) of 2-vinyl cyclopropane-1,1-dicarboxylic acid dimethyl ester, obtainable from malonic acid dimethyl ester and trans-1,4-dibromobut-2-ene (cf U.S. Pat. No. 4,713,478 and U.S. Pat. No. 4,713,479), are dissolved in 65 ml of methanol in a 100 ml two-necked flask with a thermometer, magnetic stirrer and CaCl2 tube, and the solution is cooled to ca 50° C. with iced water. Then 13.3 g (0.2 mol) of KOH are added in portions in such a way that the temperature does not rise above 15° C. I... Starting materials: Br, CCCN(CCC)C1CCc2cc(O)c(N)cc2C1, CC(=O)OC(C)=O, CCOCC, O=CO. Product: Br, CCCN(CCC)C1CCc2cc(O)c(NC=O)cc2C1. RXN SMILES: [BrH:11].[CH2:12]([CH2:13][CH3:14])[N:15]([CH:16]1[CH2:17][c:18]2[cH:19][c:20]([NH2:27])[c:21]([OH:26])[cH:22][c:23]2[CH2:24][CH2:25]1)[CH2:28][CH2:29][CH3:30].[CH3:1][C:2]([O:3][C:4](=[O:5])[CH3:6])=[O:7].[CH3:31][CH2:32][O:33][CH2:34][CH3:35].[CH:8](=[O:9])[OH:10]>>[BrH:11].[CH:8](=[O:10])[NH:27][c:20]1[cH:19][c:18]2[c:23]([cH:22][c:21]1[OH:26])[CH2:24][CH2:25][CH:16]([N:15]([CH2:12][CH2:13][CH3:14])[CH2:28][CH2:29][CH3:30])[CH2:17]2. The reactants are [Li+].CC(C)[N-]C(C)C (LDA), C(C)OC(=O)C=1N=C(N(C1)C(C)C)Br (2-bromo-1-isopropyl-1H-imidazole-4-carboxylic acid ethyl ester), C(#N)C1=CC=C(C=O)C=C1 (4-cyanobenzaldehyde). Run in C1CCOC1 (THF), C1CCOC1 (THF). Reaction conditions: temperature -70 celsius, time 1 hour. Product: C(C)OC(=O)C=1N=C(N(C1C(O)C1=CC=C(C=C1)C#N)C(C)C)Br (2-Bromo-5-[(4-cyano-phenyl)-hydroxy-methyl]-1-isopropyl-1H-imidazole-4-carboxylic acid ethyl ester). Yield: 66.5%. RXN SMILES: [Li+].CC([N-]C(C)C)C.[CH2:9]([O:11][C:12]([C:14]1[N:15]=[C:16]([Br:22])[N:17]([CH:19]([CH3:21])[CH3:20])[CH:18]=1)=[O:13])[CH3:10].[C:23]([C:25]1[CH:32]=[CH:31][C:28]([CH:29]=[O:30])=[CH:27][CH:26]=1)#[N:24]>C1COCC1>[CH2:9]([O:11][C:12]([C:14]1[N:15]=[C:16]([Br:22])[N:17]([CH:19]([CH3:21])[CH3:20])[C:18]=1[CH:29]([C:28]1[CH:31]=[CH:32][C:25]([C:23]#[N:24])=[CH:26][CH:27]=1)[OH:30])=[O:13])[CH3:10] |f:0.1|. Reported procedure: LDA (2 M in THF, 53.6 mL, 107 mmol) was added slowly (over 30 min) to a cold (−78° C.) solution of intermediate A (20 g, 77 mmol) in THF (400 mL) (during the addition, the temperature raised to −70° C.). The mixture was stirred for 1 h at −78° C. A solution of 4-cyanobenzaldehyde (14 g, 107 mmol) in THF (100 mL) was added slowly. The reaction mixture was stirred for 30 min at −78° C., allowed to warm to −20° C. over 1 h, quenched by addition of acetic acid (10 mL), diluted with EtOAc/water, and ... Starting materials: NCC(O)c1cc(-c2ccc(Cl)c(Cl)c2)no1, O=C1CCN(c2ccc(CC3SC(=O)NC3=O)cc2)CC1. Product: O=C1NC(=O)C(Cc2ccc(N3CCC(NCC(O)c4cc(-c5ccc(Cl)c(Cl)c5)no4)CC3)cc2)S1. As a reaction SMILES: [NH2:1][CH2:2][CH:3]([OH:4])[c:5]1[cH:6][c:7](-[c:10]2[cH:11][c:12]([Cl:17])[c:13]([Cl:16])[cH:14][cH:15]2)[n:8][o:9]1.[O:18]=[C:19]1[CH2:20][CH2:21][N:22]([c:25]2[cH:26][cH:27][c:28]([CH2:29][CH:30]3[C:31](=[O:36])[NH:32][C:33](=[O:35])[S:34]3)[cH:37][cH:38]2)[CH2:23][CH2:24]1>>[NH:1]([CH2:2][CH:3]([OH:4])[c:5]1[cH:6][c:7](-[c:10]2[cH:11][c:12]([Cl:17])[c:13]([Cl:16])[cH:14][cH:15]2)[n:8][o:9]1)[CH:19]1[CH2:20][CH2:21][N:22]([c:25]2[cH:26][cH:27][c:28]([CH2:29][CH:30]3[C:31](=[O:36])[NH:32][C:33](=[O:35])[S:34]3)[cH:37][cH:38]2)[CH2:23][CH2:24]1. Reactants: COC([C@@H](NC(C1=C(C=C(C=C1)S)C1=CC=CC=C1)=O)CCSC)=O (2-phenyl4-mercaptobenzoyl-methionine methyl ester), 12F, C(=O)(Cl)Cl (phosgene), C1(=CC=CC=C1)C (toluene), thiochloroformate, NC=1SC=CN1 (2-aminothiazol). Yields the product COC([C@@H](NC(C1=C(C=C(C=C1)SC(=O)NC=1SC=CN1)C1=CC=CC=C1)=O)CCSC)=O ({2-Phenyl-4-[(thiazol-2-ylamino)carbonylthio]benzoyl}-methionine methyl ester). Procedure details: To a solution of 2-phenyl4-mercaptobenzoyl-methionine methyl ester from example 12E or 12F (1 equivalent) in methylene chloride is added a solution of phosgene in toluene (1.0 equivalent) and p-dimethylaminopyridine (2.0 equivalents). When the reaction is judged complete by TLC analysis, the solvent is evaporated with toluene chasers. The thiochloroformate is reacted without further purification with 2-aminothiazol (1.0 equivalent) and triethylamnine (1.0 equivalent) in dichloromethane. When jud... Reaction SMILES: [CH3:1][O:2][C:3](=[O:25])[C@H:4]([CH2:21][CH2:22][S:23][CH3:24])[NH:5][C:6](=[O:20])[C:7]1[CH:12]=[CH:11][C:10]([SH:13])=[CH:9][C:8]=1[C:14]1[CH:19]=[CH:18][CH:17]=[CH:16][CH:15]=1.[C:26](Cl)(Cl)=[O:27].C1(C)C=CC=CC=1.[NH2:37][C:38]1[S:39][CH:40]=[CH:41][N:42]=1>C(Cl)Cl.CN(C)C1C=CN=CC=1.C(OCC)(=O)C>[CH3:1][O:2][C:3](=[O:25])[C@H:4]([CH2:21][CH2:22][S:23][CH3:24])[NH:5][C:6](=[O:20])[C:7]1[CH:12]=[CH:11][C:10]([S:13][C:26]([NH:37][C:38]2[S:39][CH:40]=[CH:41][N:42]=2)=[O:27])=[CH:9][C:8]=1[C:14]1[CH:15]=[CH:16][CH:17]=[CH:18][CH:19]=1. Run in C(Cl)Cl (methylene chloride), C(C)(=O)OCC (ethyl acetate), ClCCl (dichloromethane). Reagents/catalysts: CN(C1=CC=NC=C1)C (p-dimethylaminopyridine).